Dataset: the Open Reaction Database (ORD), a public repository of structured organic reaction records. Task: describe an organic reaction: reactants, conditions, products, and yield Starting materials: C(C)(C)(C)OC(=O)N1CCC(CC1)C1=CC=C(C=C1)NC1=NN2C(C(=CC=C2)C2=C(C=C(C=C2)OC)F)=N1 (4-{4-[8-(2-fluoro-4-methoxy-phenyl)-[1,2,4]-triazolo[1,5-a]pyridin-2-ylamino]-phenyl}-piperidine-1-carboxylic acid tert-butyl ester), FC(C(=O)O)(F)F (trifluoroacetic acid). The product is FC1=C(C=CC(=C1)OC)C=1C=2N(C=CC1)N=C(N2)NC2=CC=C(C=C2)C2CCNCC2 ([8-(2-Fluoro-4-methoxy-phenyl)-[1,2,4]-triazolo[1,5-a]pyridin-2-yl]-(4-piperidin-4-yl-phenyl)-amine), product. Isolated yield 88.0%. Reaction SMILES: C(OC([N:8]1[CH2:13][CH2:12][CH:11]([C:14]2[CH:19]=[CH:18][C:17]([NH:20][C:21]3[N:38]=[C:24]4[C:25]([C:29]5[CH:34]=[CH:33][C:32]([O:35][CH3:36])=[CH:31][C:30]=5[F:37])=[CH:26][CH:27]=[CH:28][N:23]4[N:22]=3)=[CH:16][CH:15]=2)[CH2:10][CH2:9]1)=O)(C)(C)C.FC(F)(F)C(O)=O>>[F:37][C:30]1[CH:31]=[C:32]([O:35][CH3:36])[CH:33]=[CH:34][C:29]=1[C:25]1[C:24]2[N:23]([N:22]=[C:21]([NH:20][C:17]3[CH:18]=[CH:19][C:14]([CH:11]4[CH2:10][CH2:9][NH:8][CH2:13][CH2:12]4)=[CH:15][CH:16]=3)[N:38]=2)[CH:28]=[CH:27][CH:26]=1. Procedure details: [8-(2-Fluoro-4-methoxy-phenyl)-[1,2,4]-triazolo[1,5-a]pyridin-2-yl]-(4-piperidin-4-yl-phenyl)-amine was prepared from 4-{4-[8-(2-fluoro-4-methoxy-phenyl)-[1,2,4]-triazolo[1,5-a]pyridin-2-ylamino]-phenyl}-piperidine-1-carboxylic acid tert-butyl ester (0.253 g, 0.488 mmol) and trifluoroacetic acid (1 mL) in a manner analogous to Example 312 to give product (0.179 g, 88%). MP=95-98° C. 1H NMR (400 MHz, (D3C)2SO, δ, ppm): 9.64 (s, 1H), 8.78 (d, 1H), 7.80 (m, 1H), 7.58 (m, 3H), 7.15 (m, 3H), 6.98 (m,... Starting materials: C(CC)OC1=C(C=CC=C1)C1=NC(C2=NC=NC2=N1)=O (2-(2-propoxyphenyl)purin-6-one), ClS(=O)(=O)O (chlorosulphonic acid), N (ammonia). Yields the product C(CC)OC1=C(C=C(C=C1)S(N)(=O)=O)C1=NC(C2=NC=NC2=N1)=O (2-(2-Propoxy-5-sulphamoylphenyl)purin-6-one). As a reaction SMILES: [CH2:1]([O:4][C:5]1[CH:10]=[CH:9][CH:8]=[CH:7][C:6]=1[C:11]1[N:19]=[C:18]2[C:14](=[N:15][CH:16]=[N:17]2)[C:13](=[O:20])[N:12]=1)[CH2:2][CH3:3].Cl[S:22]([OH:25])(=O)=[O:23].[NH3:26]>>[CH2:1]([O:4][C:5]1[CH:10]=[CH:9][C:8]([S:22](=[O:25])(=[O:23])[NH2:26])=[CH:7][C:6]=1[C:11]1[N:19]=[C:18]2[C:14](=[N:15][CH:16]=[N:17]2)[C:13](=[O:20])[N:12]=1)[CH2:2][CH3:3]. Procedure details: In a similar manner to Example 18 reaction of 2-(2-propoxyphenyl)purin-6-one (0.95 g) with chlorosulphonic acid (4.5 ml), followed by reaction with saturated methanolic ammonia (50 ml), yielded a crude product (0.92 g) which was recrystallised from aqueous ethanol and then from dimethylformamide to yield the pure title compound, 0.59 g, m.p. 276°-278° C. Reactants: C(=O)(N1C=NC=C1)N1C=NC=C1 (1,1′-Carbonyl-diimidazol), NC1=CC=C(OC2=NC(=NC=C2)NCCCO[Si](C)(C)C)C=C1 ([4-(4-Amino-phenoxy)-pyrimidin-2-yl]-(3-trimethylsilanyloxy-propyl)-amine), ClC1=C(N)C=C(C=C1)C(F)(F)F (2-chloro-5-(trifluoromethyl)aniline), [F-].C(CCC)[N+](CCCC)(CCCC)CCCC (tetrabutylammonium fluoride). Run in ClCCl (dichloromethane), C1CCOC1 (THF), ClCCl (dichloromethane). Reaction conditions: time 5 day. The product is ClC1=C(C=C(C=C1)C(F)(F)F)NC(=O)NC1=CC=C(C=C1)OC1=NC(=NC=C1)NCCCO (1-(2-Chloro-5-trifluoromethyl-phenyl)-3-{4-[2-(3-hydroxy-propylamino)-pyrimidin-4-yloxy]-phenyl}-urea). As a reaction SMILES: [C:1]([N:8]1[CH:12]=[CH:11]N=C1)([N:3]1[CH:7]=[CH:6]N=C1)=[O:2].[Cl:13][C:14]1[CH:20]=[CH:19][C:18]([C:21]([F:24])([F:23])[F:22])=CC=1N.NC1C=[CH:46][C:29]([O:30][C:31]2[CH:36]=[CH:35][N:34]=[C:33]([NH:37][CH2:38][CH2:39][CH2:40][O:41][Si](C)(C)C)[N:32]=2)=[CH:28][CH:27]=1.[F-].C([N+](CCCC)(CCCC)CCCC)CCC>ClCCl.C1COCC1>[Cl:13][C:14]1[CH:20]=[CH:19][C:18]([C:21]([F:22])([F:23])[F:24])=[CH:11][C:12]=1[NH:8][C:1]([NH:3][C:7]1[CH:6]=[CH:46][C:29]([O:30][C:31]2[CH:36]=[CH:35][N:34]=[C:33]([NH:37][CH2:38][CH2:39][CH2:40][OH:41])[N:32]=2)=[CH:28][CH:27]=1)=[O:2] |f:3.4|. Reported procedure: 105 mg (0.65 mmol) 1,1′-Carbonyl-diimidazol (CDI) was given to a solution of 115 mg (0.59 mmol) 2-chloro-5-(trifluoromethyl)aniline in 4.0 ml dichloromethane. After stirring for 12 h at r.t. a solution of 220 mg (0.59 mmol) [4-(4-Amino-phenoxy)-pyrimidin-2-yl]-(3-trimethylsilanyloxy-propyl)-amine in 6 ml dichloromethane within 30 min. was added and the mixture stirred for 5 d at r.t. A solution of 1.4 ml (1.4 mmol) 1 M tetrabutylammonium fluoride in THF was given to the mixture and stirring cont... Starting materials: 4-pyrrolyl-(1)-phenol, C(Cl)C1CO1 (epichlorohydrin), N1CCCCC1 (piperidine), N1CCCCC1 (piperidine), C(C)#N (acetonitrile), C([O-])([O-])=O.[K+].[K+] (potassium carbonate). Product: C1=CC(=CC=C1N)O (p-aminophenol), COC1OC(CC1)OC (2,5-dimethoxy-tetrahydrofurane). RXN SMILES: [CH2:1]([CH:3]1[O:5][CH2:4]1)Cl.[NH:6]1[CH2:11][CH2:10][CH2:9][CH2:8][CH2:7]1.[C:12](=[O:15])([O-:14])[O-].[K+].[K+].[C:18](#N)C>>[CH:10]1[C:11]([NH2:6])=[CH:12][CH:4]=[C:3]([OH:5])[CH:1]=1.[CH3:18][O:14][CH:12]1[CH2:9][CH2:8][CH:7]([O:5][CH3:4])[O:15]1 |f:2.3.4|. Reported procedure: 5.0 g (31.4 mmols) of 4-pyrrolyl-(1)-phenol, 11.6 g (9.9 ml) of epichlorohydrin and 0.1 ml of piperidine are heated for 6 hours under reflux. Instead of the piperidine, a small amount of potassium carbonate and acetonitrile can also be used. The excess epichlorohydrin is then distilled off and the residue is distilled at 160° C and 0.05 mm Hg. The resulting 1-[4-pyrrolyl-(1)-phenoxy]-2,3-epoxy-propane can be used further direct. The 4-pyrrolyl-(1)-phenol used can, in turn, be obtained from p-ami... Reactants: CC(C)OC(=O)/N=N/C(=O)OC(C)C (DIAD), C(C)(C)(C)OC(N[C@@H]1C[C@H](C1)O)=O (tert-butyl(trans-3-hydroxycyclobutyl)carbamate), BrC1=CN=C2C(=N1)N(C(N2)=O)C2CC2 (6-bromo-1-cyclopropyl-1H-imidazo[4,5-b]pyrazin-2(3H)-one), C1(=CC=CC=C1)P(C1=CC=CC=C1)C1=CC=CC=C1 (triphenylphosphine). Solvent: C1CCOC1 (THF). Reaction conditions: time 10 minute. The product is C(C)(C)(C)OC(N[C@@H]1C[C@H](C1)N1C(N(C=2C1=NC=C(N2)Br)C2CC2)=O)=O (tert-butyl(trans-3-(5-bromo-3-cyclopropyl-2-oxo-2,3-dihydro-1H-imidazo[4,5-b]pyrazin-1-yl)cyclobutyl)carbamate). Reaction SMILES: [C:1]([O:5][C:6](=[O:13])[NH:7][C@H:8]1[CH2:11][C@H:10](O)[CH2:9]1)([CH3:4])([CH3:3])[CH3:2].[Br:14][C:15]1[N:20]=[C:19]2[N:21]([CH:25]3[CH2:27][CH2:26]3)[C:22](=[O:24])[NH:23][C:18]2=[N:17][CH:16]=1.C1(P(C2C=CC=CC=2)C2C=CC=CC=2)C=CC=CC=1.CC(OC(/N=N/C(OC(C)C)=O)=O)C>C1COCC1>[C:1]([O:5][C:6](=[O:13])[NH:7][C@H:8]1[CH2:11][C@H:10]([N:23]2[C:18]3=[N:17][CH:16]=[C:15]([Br:14])[N:20]=[C:19]3[N:21]([CH:25]3[CH2:26][CH2:27]3)[C:22]2=[O:24])[CH2:9]1)([CH3:4])([CH3:3])[CH3:2]. Reported procedure: To a cooled (0° C.) solution of tert-butyl(trans-3-hydroxycyclobutyl)carbamate (0.250 g, 1.335 mmol), 6-bromo-1-cyclopropyl-1H-imidazo[4,5-b]pyrazin-2(3H)-one (0.334 g, 1.309 mmol) and triphenylphosphine (0.520 g, 1.983 mmol) in THF (10 ml) was added DIAD (0.400 ml, 2.032 mmol) dropwise via syringe. After 10 min the reaction was allowed to warm to room temperature and stirred overnight. The reaction mixture was concentrated in vacuo and the residue was dissolved in MeOH/EtOAc, evaporated onto si... Reported procedure: The requisite 1-chloro-7-methoxy-4-nitrothioxanthone was prepared as follows: A mixture of 118.5 g (0.35 mole) of 2-(5-chloro-2-nitrophenylthio)-5-methoxybenzoic acid and 131 ml of thionyl chloride in 600 ml of toluene was heated under reflux for 1.5 hours. The mixture was concentrated in vacuo, and the resulting solid was dissolved in 950 ml of nitrobenzene with heating and then cooled to 0° in an ice bath. Aluminum chloride (44.2 g) was added in portions over 0.5 hour with cooling, and the mix... Run at time 8 hour. Reaction SMILES: [Cl:1][C:2]1[CH:3]=[CH:4][C:5]([N+:20]([O-:22])=[O:21])=[C:6]([S:8][C:9]2[CH:17]=[CH:16][C:15]([O:18][CH3:19])=[CH:14][C:10]=2[C:11]([OH:13])=O)[CH:7]=1.S(Cl)(Cl)=O>C1(C)C=CC=CC=1>[Cl:1][C:2]1[C:7]2[C:11](=[O:13])[C:10]3[C:9](=[CH:17][CH:16]=[C:15]([O:18][CH3:19])[CH:14]=3)[S:8][C:6]=2[C:5]([N+:20]([O-:22])=[O:21])=[CH:4][CH:3]=1. The product is ClC1=CC=C(C=2SC3=CC=C(C=C3C(C12)=O)OC)[N+](=O)[O-] (1-chloro-7-methoxy-4-nitrothioxanthone), product. Starting materials: ClC=1C=CC(=C(C1)SC1=C(C(=O)O)C=C(C=C1)OC)[N+](=O)[O-] (2-(5-chloro-2-nitrophenylthio)-5-methoxybenzoic acid), S(=O)(Cl)Cl (thionyl chloride). Solvent: C1(=CC=CC=C1)C (toluene). Reactants: CCOC(=O)c1cccs1, CCOCC, O=S(=O)(O)O. Yields the product OC1(c2cccs2)CC1. RXN SMILES: [CH2:1]([O:2][C:4](=[O:5])[c:6]1[s:7][cH:8][cH:9][cH:10]1)[CH3:3].[CH3:16][CH2:17][O:18][CH2:19][CH3:20].[S:11](=[O:12])(=[O:13])([OH:14])[OH:15]>>[C:4]1([OH:5])([c:6]2[s:7][cH:8][cH:9][cH:10]2)[CH2:16][CH2:17]1.